describe an organic reaction: reactants, conditions, products, and yield From a dataset of the Open Reaction Database (ORD), a public repository of structured organic reaction records. Starting materials: C=O (formaldehyde), NCCC1CCN(CC1)C(=O)OC(C)(C)C (Tert-butyl 4-(2-aminoethyl)piperidine-1-carboxylate), C(C)(=O)O[BH-](OC(C)=O)OC(C)=O.[Na+] (sodium triacetoxyborohydride). Reagents/catalysts: C(C)(=O)O (acetic acid). The solvent is C(Cl)Cl (DCM). Conditions: time 20 minute. Product: CNCCC1CCN(CC1)C(=O)OC(C)(C)C (tert-butyl 4-(2-(methylamino)ethyl)piperidine-1-carboxylate). Reaction SMILES: [NH2:1][CH2:2][CH2:3][CH:4]1[CH2:9][CH2:8][N:7]([C:10]([O:12][C:13]([CH3:16])([CH3:15])[CH3:14])=[O:11])[CH2:6][CH2:5]1.C=O.[C:19](O[BH-](OC(=O)C)OC(=O)C)(=O)C.[Na+]>C(Cl)Cl.C(O)(=O)C>[CH3:19][NH:1][CH2:2][CH2:3][CH:4]1[CH2:5][CH2:6][N:7]([C:10]([O:12][C:13]([CH3:16])([CH3:15])[CH3:14])=[O:11])[CH2:8][CH2:9]1 |f:2.3|. Procedure: Tert-butyl 4-(2-aminoethyl)piperidine-1-carboxylate (1.0 g, 4.38 mmol) was dissolved in DCM (40 ml) and treated with 36.5% formaldehyde solution (326 μl, 4.38 mmol) followed by acetic acid (1 drop). The reaction mixture was stirred for 20 mins and treated with sodium triacetoxyborohydride (93 mg, 0.438 mmol). The resulting mixture was stirred at ambient temperature for 16 hrs and quenched with 2M NaOH (40 ml). The mixture was extracted with DCM (2×100 ml) and the combined organic extracts were d... Starting materials: O=C(n1ccnc1)n1ccnc1, CC#N, COC(=O)C(O)CNc1cc(F)c(N2CC=CC2)c(F)c1. The product is COC(=O)C1CN(c2cc(F)c(N3CC=CC3)c(F)c2)C(=O)O1. RXN SMILES: [C:22](=[O:23])([n:24]1[cH:25][cH:26][n:27][cH:28]1)[n:29]1[cH:30][cH:31][n:32][cH:33]1.[CH3:34][C:35]#[N:36].[N:1]1([c:6]2[c:7]([F:21])[cH:8][c:9]([NH:13][CH2:14][CH:15]([C:16](=[O:17])[O:18][CH3:19])[OH:20])[cH:10][c:11]2[F:12])[CH2:2][CH:3]=[CH:4][CH2:5]1>>[N:1]1([c:6]2[c:7]([F:21])[cH:8][c:9]([N:13]3[CH2:14][CH:15]([C:16](=[O:17])[O:18][CH3:19])[O:20][C:22]3=[O:23])[cH:10][c:11]2[F:12])[CH2:2][CH:3]=[CH:4][CH2:5]1. The reactants are CCCI, CO, [Na], CCOC(=O)c1nc(S)[nH]c1C(=O)OCC. Product: CCCSc1nc(C(=O)OCC)c(C(=O)OCC)[nH]1. RXN SMILES: [CH2:18]([CH2:19][CH3:20])[I:21].[CH3:22][OH:23].[Na:1].[SH:2][c:3]1[nH:4][c:5]([C:13](=[O:14])[O:15][CH2:16][CH3:17])[c:6]([C:8](=[O:9])[O:10][CH2:11][CH3:12])[n:7]1>>[S:2]([c:3]1[n:4][c:5]([C:13](=[O:14])[O:15][CH2:16][CH3:17])[c:6]([C:8](=[O:9])[O:10][CH2:11][CH3:12])[nH:7]1)[CH2:18][CH2:19][CH3:20]. The product is CCNc1ncc2c(n1)N1CCCC1CN(c1cccc(-c3nnc(CO)o3)c1)C2=O. As a reaction SMILES: [C:1](=[O:2])([CH3:3])[O:4][CH2:5][c:6]1[n:7][n:8][c:9](-[c:11]2[cH:12][c:13]([N:17]3[C:18](=[O:34])[c:19]4[c:20]([n:27][c:28]([NH:31][CH2:32][CH3:33])[n:29][cH:30]4)[N:21]4[CH2:22][CH2:23][CH2:24][CH:25]4[CH2:26]3)[cH:14][cH:15][cH:16]2)[o:10]1.[CH3:37][CH2:38][O:39][C:40](=[O:41])[CH3:42].[CH3:43][OH:44].[Na+:36].[OH-:35]>>[OH:4][CH2:5][c:6]1[n:7][n:8][c:9](-[c:11]2[cH:12][c:13]([N:17]3[C:18](=[O:34])[c:19]4[c:20]([n:27][c:28]([NH:31][CH2:32][CH3:33])[n:29][cH:30]4)[N:21]4[CH2:22][CH2:23][CH2:24][CH:25]4[CH2:26]3)[cH:14][cH:15][cH:16]2)[o:10]1. Reactants: CCNc1ncc2c(n1)N1CCCC1CN(c1cccc(-c3nnc(COC(C)=O)o3)c1)C2=O, CCOC(C)=O, CO, [Na+], [OH-]. The reactants are COC(CN1CCCCC1=O)OC, C1CCOC1. The product is O=CCN1CCCCC1=O. Reaction SMILES: [CH3:1][O:2][CH:3]([CH2:4][N:5]1[C:6](=[O:11])[CH2:7][CH2:8][CH2:9][CH2:10]1)[O:12][CH3:13].[O:14]1[CH2:15][CH2:16][CH2:17][CH2:18]1>>[O:2]=[CH:3][CH2:4][N:5]1[C:6](=[O:11])[CH2:7][CH2:8][CH2:9][CH2:10]1.